Dataset: the Open Reaction Database (ORD), a public repository of structured organic reaction records. Task: describe an organic reaction: reactants, conditions, products, and yield Reactants: O1[C@H]2[C@@H]1C[C@@H]1CC[C@H]3[C@@H]4CC[C@H](C(C)=O)[C@]4(CC([C@@H]3[C@]1(C2)C)=O)C (2α,3α-Epoxy-5α-pregnane-11,20-dione), C(C)(=O)O (acetic acid). Product: C(C)(=O)O[C@@H]1[C@H](C[C@@H]2CC[C@H]3[C@@H]4CC[C@H](C(C)=O)[C@]4(CC([C@@H]3[C@]2(C1)C)=O)C)O (2β-Acetoxy-3α-hydroxy-5α-pregnane-11,20-dione). Reaction SMILES: [O:1]1[C@H:3]2[CH2:4][C@H:5]3[C@:20]([CH3:22])([CH2:21][C@@H:2]12)[C@@H:19]1[C@H:8]([C@H:9]2[C@:16]([CH3:24])([CH2:17][C:18]1=[O:23])[C@@H:12]([C:13](=[O:15])[CH3:14])[CH2:11][CH2:10]2)[CH2:7][CH2:6]3.[C:25]([OH:28])(=[O:27])[CH3:26]>>[C:25]([O:28][C@H:2]1[CH2:21][C@@:20]2([CH3:22])[C@@H:5]([CH2:6][CH2:7][C@@H:8]3[C@@H:19]2[C:18](=[O:23])[CH2:17][C@@:16]2([CH3:24])[C@H:9]3[CH2:10][CH2:11][C@@H:12]2[C:13](=[O:15])[CH3:14])[CH2:4][C@@H:3]1[OH:1])(=[O:27])[CH3:26]. Procedure details: 2α,3α-Epoxy-5α-pregnane-11,20-dione (500 mg.) was dissolved in glacial acetic acid (25 ml.), and the solution was heated on a steam-bath for 3 hours. Evaporation of the solution under reduced pressure gave an oil which was purified by preparative TLC in ethyl acetate-petrol, and foamed in vacuo to give the title compound as a white foam, [α]D + 93.5°. Reactants: COC=1C=C(C=CC1OC)CCC(C)=O (4-(3,4-dimethoxy-phenyl)-2-butanone), C(=O)N (formamide), [OH-].[Na+] (sodium hydroxide). Run in O (water). Run at temperature 210 celsius. Product: NC(C)CCC1=CC(=C(C=C1)OC)OC (racemic 2 -amino-4 -(3,4-dimethoxyphenyl)butane). As a reaction SMILES: [CH3:1][O:2][C:3]1[CH:4]=[C:5]([CH2:11][CH2:12][C:13](=O)[CH3:14])[CH:6]=[CH:7][C:8]=1[O:9][CH3:10].C([NH2:18])=O.[OH-].[Na+]>O>[NH2:18][CH:13]([CH2:12][CH2:11][C:5]1[CH:6]=[CH:7][C:8]([O:9][CH3:10])=[C:3]([O:2][CH3:1])[CH:4]=1)[CH3:14] |f:2.3|. Reported procedure: A mixture of 41.4 g of 4-(3,4-dimethoxy-phenyl)-2-butanone and 41.9 ml of formamide is heated at 210° C. for 20 hours, cooled to ambient, 104 ml of 10N sodium hydroxide is added and the reaction mixture heated at reflux temperature for 24 hours. The reaction is cooled, added to 200 ml of water and extracted with diethyl ether. The diethyl ether solution is washed with 10% hydrochloric acid. The aqueous layer is made basic and extracted with diethyl ether. The organic layer is dried, filtered and... Reactants: CCc1ccc(CCOc2ccc(C=C3SC(=O)NC3=O)cc2)nc1, CN(C)C=O. Product: CCc1ccc(CCOc2ccc(CC3SC(=O)NC3=O)cc2)nc1. RXN SMILES: [CH2:1]([CH3:2])[c:3]1[cH:4][cH:5][c:6]([CH2:9][CH2:10][O:11][c:12]2[cH:13][cH:14][c:15]([CH:16]=[C:17]3[C:18](=[O:23])[NH:19][C:20](=[O:22])[S:21]3)[cH:24][cH:25]2)[n:7][cH:8]1.[CH3:26][N:27]([CH3:28])[CH:29]=[O:30]>>[CH2:1]([CH3:2])[c:3]1[cH:4][cH:5][c:6]([CH2:9][CH2:10][O:11][c:12]2[cH:13][cH:14][c:15]([CH2:16][CH:17]3[C:18](=[O:23])[NH:19][C:20](=[O:22])[S:21]3)[cH:24][cH:25]2)[n:7][cH:8]1. The reactants are COB(O)C1=CC=C(C=C1)C(=O)O (4-Carboxybenzeneboronic acid methyl ester), BrC1=CC=NC=C1 (4-bromopyridine), C([O-])([O-])=O.[K+].[K+] (potassium carbonate). Reagents/catalysts: [Pd].C1(=CC=CC=C1)P(C1=CC=CC=C1)C1=CC=CC=C1.C1(=CC=CC=C1)P(C1=CC=CC=C1)C1=CC=CC=C1.C1(=CC=CC=C1)P(C1=CC=CC=C1)C1=CC=CC=C1.C1(=CC=CC=C1)P(C1=CC=CC=C1)C1=CC=CC=C1 (tetrakis-(triphenylphosphin)-palladium). The solvent is COCCOC (1,2-dimethoxyethane). Product: COC(C1=CC=C(C=C1)C1=CC=NC=C1)=O (4-Pyridin-4-yl-benzoic acid methyl ester). Reaction SMILES: COB([C:5]1[CH:10]=[CH:9][C:8]([C:11]([OH:13])=[O:12])=[CH:7][CH:6]=1)O.Br[C:15]1[CH:20]=[CH:19][N:18]=[CH:17][CH:16]=1.[C:21](=O)([O-])[O-].[K+].[K+]>COCCOC.[Pd].C1(P(C2C=CC=CC=2)C2C=CC=CC=2)C=CC=CC=1.C1(P(C2C=CC=CC=2)C2C=CC=CC=2)C=CC=CC=1.C1(P(C2C=CC=CC=2)C2C=CC=CC=2)C=CC=CC=1.C1(P(C2C=CC=CC=2)C2C=CC=CC=2)C=CC=CC=1>[CH3:21][O:13][C:11](=[O:12])[C:8]1[CH:7]=[CH:6][C:5]([C:15]2[CH:20]=[CH:19][N:18]=[CH:17][CH:16]=2)=[CH:10][CH:9]=1 |f:2.3.4,6.7.8.9.10|. Procedure details: 4-Carboxybenzeneboronic acid methyl ester (248 mmol) from A, 4-bromopyridine (248 mmol), tetrakis-(triphenylphosphin)-palladium (2.5 mmol) and potassium carbonate (744 mmol) are suspended in 1,2-dimethoxyethane (1100 ml). The stirred mixture is heated under reflux for 8 hours. After cooling the solvent is evaporated and water is added to the residue which is then extracted three times with ethyl acetate. The combined extract is dried over sodium sulfate and evaporated. The residue is suspended i... Reactants: BrC1=CC=2CCC=3C=C(C=C4C3C2C(=C1)C4)Br (2,6-dibromo-8,9-dihydro-4H-cyclopenta[def]phenanthrene), bis(4-biphenyl)amine, CC(C)([O-])C.[Na+] (sodium tert-butoxide), C(C)(C)(C)P(C(C)(C)C)C(C)(C)C (tri(tert-butyl)phosphine). The reagents and catalysts are C=1C=CC(=CC1)/C=C/C(=O)/C=C/C2=CC=CC=C2.C=1C=CC(=CC1)/C=C/C(=O)/C=C/C2=CC=CC=C2.C=1C=CC(=CC1)/C=C/C(=O)/C=C/C2=CC=CC=C2.[Pd].[Pd] (Pd2(dba)3). The solvent is C1(=CC=CC=C1)C (toluene). Product: C1=CC=C2C=3C=4C(=CC=CC4CCC13)C2 (8,9-dihydro-4H-cyclopenta[def]phenanthrene). As a reaction SMILES: Br[C:2]1[CH:15]=[C:14]2[CH2:16][C:11]3[C:12]4[C:13]2=[C:4]([CH2:5][CH2:6][C:7]=4[CH:8]=[C:9](Br)[CH:10]=3)[CH:3]=1.CC(C)([O-])C.[Na+].C(P(C(C)(C)C)C(C)(C)C)(C)(C)C>C1(C)C=CC=CC=1.C1C=CC(/C=C/C(/C=C/C2C=CC=CC=2)=O)=CC=1.C1C=CC(/C=C/C(/C=C/C2C=CC=CC=2)=O)=CC=1.C1C=CC(/C=C/C(/C=C/C2C=CC=CC=2)=O)=CC=1.[Pd].[Pd]>[CH:3]1[C:4]2[CH2:5][CH2:6][C:7]3[CH:8]=[CH:9][CH:10]=[C:11]4[CH2:16][C:14]([C:13]=2[C:12]=34)=[CH:15][CH:2]=1 |f:1.2,5.6.7.8.9|. Procedure details: The compound 2 (0.65 g, 1.747 mmol), bis(4-biphenyl)amine (TCI Corp.) (1.40 g, 4.37 mmol), sodium tert-butoxide (0.51 g, 0.5 mmol), Pd2(dba)3 [(tris(dibenzylidene acetone) dipalladium(0))] (0.08 g, 0.087 mmol), and tri(tert-butyl)phosphine (0.017 g, 0.087 mmol) in a 50 ml round bottom flask were dissolved with toluene (10 mL), and the reaction mixture was refluxed for 12 hours. After the reaction was terminated, the reaction solution was cooled to room temperature and extracted with distilled wa... The reactants are ( 14 ), C[Si](C)(C)CC(=O)[O-] (trimethylsilylacetate), CC([O-])C.[Al+3].CC([O-])C.CC([O-])C (aluminum isopropoxide). The solvent is C1CCCCC1 (cyclohexane). Yields the product C1CCCCC1.C(C)(C)OC(C)=O (cyclohexane isopropylacetate). Reaction SMILES: C[Si]([CH2:5][C:6]([O-:8])=[O:7])(C)C.[CH3:9][CH:10]([CH3:12])[O-].[Al+3].[CH3:14][CH:15]([CH3:17])[O-].[CH3:18][CH:19]([CH3:21])[O-]>C1CCCCC1>[CH2:10]1[CH2:12][CH2:17][CH2:15][CH2:14][CH2:9]1.[CH:19]([O:8][C:6](=[O:7])[CH3:5])([CH3:21])[CH3:18] |f:1.2.3.4,6.7|. Procedure: In connection with the aluminosiloxane compound additive, the preparation thereof may be accomplished according to K. Folting, W. E. Streib, K. G. Caulton, O. Poncelet and L. G. Hubert-Pfalzgraf, Polyhedron, 10 (14), 1639-1646 (1991). A mixture of trimethylsilylacetate and cyclohexane may be added to aluminum isopropoxide in the desired ratio so as to provide the desired relation of Si:Al of 1:1, 2:1 or 3:1. The mixtures so formed are then subjected to azeotropic distillation so as to obtain cyc...